Dataset: the Open Reaction Database (ORD), a public repository of structured organic reaction records. Task: describe an organic reaction: reactants, conditions, products, and yield Starting materials: BrC=1C=CC2=C(C=C(CCN2C(=O)OC(C)(C)C)C(=O)OC)C1 (methyl 7-bromo-1-(t-butoxycarbonyl)-2,3-dihydro-1H-1-benzazepine-4-carboxylate), B(OC1=CC=C(C=C1)OCCCOCC)([O-])[O-] (4-(3-ethoxypropoxy)phenyl borate), C([O-])([O-])=O.[K+].[K+] (potassium carbonate), C(C)O (ethanol). Reagents/catalysts: C=1C=CC(=CC1)[P](C=2C=CC=CC2)(C=3C=CC=CC3)[Pd]([P](C=4C=CC=CC4)(C=5C=CC=CC5)C=6C=CC=CC6)([P](C=7C=CC=CC7)(C=8C=CC=CC8)C=9C=CC=CC9)[P](C=1C=CC=CC1)(C=1C=CC=CC1)C=1C=CC=CC1 (tetrakis(triphenylphosphine)palladium). Solvent: C1(=CC=CC=C1)C (toluene). Reaction conditions: time 30 minute. The product is C(C)(C)(C)OC(=O)N1CCC(=CC2=C1C=CC(=C2)C2=CC=C(C=C2)OCCCOCC)C(=O)OC (methyl 1-(t-butoxycarbonyl)-7-[4-(3-ethoxypropoxy)phenyl]-2,3-dihydro-1H-1-benzazepine-4-carboxylate). Yield: 95.7%. RXN SMILES: Br[C:2]1[CH:3]=[CH:4][C:5]2[N:11]([C:12]([O:14][C:15]([CH3:18])([CH3:17])[CH3:16])=[O:13])[CH2:10][CH2:9][C:8]([C:19]([O:21][CH3:22])=[O:20])=[CH:7][C:6]=2[CH:23]=1.B([O-])([O-])O[C:26]1[CH:31]=[CH:30][C:29]([O:32][CH2:33][CH2:34][CH2:35][O:36][CH2:37][CH3:38])=[CH:28][CH:27]=1.C(=O)([O-])[O-].[K+].[K+].C(O)C>C1C=CC([P]([Pd]([P](C2C=CC=CC=2)(C2C=CC=CC=2)C2C=CC=CC=2)([P](C2C=CC=CC=2)(C2C=CC=CC=2)C2C=CC=CC=2)[P](C2C=CC=CC=2)(C2C=CC=CC=2)C2C=CC=CC=2)(C2C=CC=CC=2)C2C=CC=CC=2)=CC=1.C1(C)C=CC=CC=1>[C:15]([O:14][C:12]([N:11]1[C:5]2[CH:4]=[CH:3][C:2]([C:26]3[CH:31]=[CH:30][C:29]([O:32][CH2:33][CH2:34][CH2:35][O:36][CH2:37][CH3:38])=[CH:28][CH:27]=3)=[CH:23][C:6]=2[CH:7]=[C:8]([C:19]([O:21][CH3:22])=[O:20])[CH2:9][CH2:10]1)=[O:13])([CH3:18])([CH3:17])[CH3:16] |f:2.3.4,^1:53,55,74,93|. Procedure: A mixture of methyl 7-bromo-1-(t-butoxycarbonyl)-2,3-dihydro-1H-1-benzazepine-4-carboxylate (1.0 g), 4-(3-ethoxypropoxy)phenyl borate (0.62 g), 1M potassium carbonate solution (8 ml), ethanol (8 ml) and toluene (50 ml) was stirred under argon atmosphere at room temperature for 30 minutes. To the mixture was added tetrakis(triphenylphosphine)palladium (0.12 g), and the mixture was refluxed overnight under argon atmosphere and extracted with ethyl acetate. The organic layer was washed with water a...